This data is from the Open Reaction Database (ORD), a public repository of structured organic reaction records. The task is: describe an organic reaction: reactants, conditions, products, and yield Starting materials: O=C([O-])O, O=S(=O)(Nc1cccc(CO)c1F)c1ccc(C(F)(F)F)cc1, [Na+], [Na+], [Na+], C1CCOC1, O=S([O-])([O-])=S. The product is O=Cc1cccc(NS(=O)(=O)c2ccc(C(F)(F)F)cc2)c1F. RXN SMILES: [C:24](=[O:25])([OH:26])[O-:27].[F:1][c:2]1[c:3]([NH:10][S:11](=[O:12])(=[O:13])[c:14]2[cH:15][cH:16][c:17]([C:20]([F:21])([F:22])[F:23])[cH:18][cH:19]2)[cH:4][cH:5][cH:6][c:7]1[CH2:8][OH:9].[Na+:28].[Na+:34].[Na+:35].[O:36]1[CH2:37][CH2:38][CH2:39][CH2:40]1.[S:29]([O-:30])([O-:31])(=[O:32])=[S:33]>>[F:1][c:2]1[c:3]([NH:10][S:11](=[O:12])(=[O:13])[c:14]2[cH:15][cH:16][c:17]([C:20]([F:21])([F:22])[F:23])[cH:18][cH:19]2)[cH:4][cH:5][cH:6][c:7]1[CH:8]=[O:9]. Starting materials: reaction, C(C(=C)C)(=O)OC (methyl methacrylate), C1=CC=CC=2SC3=CC=CC=C3NC12 (phenothiazine). Solvent: C(CCC)O (1-butanol). Run at time 6 hour. Yields the product C(C(=C)C)(=O)OCCCC (Butyl Methacrylate). As a reaction SMILES: [C:1]([O:6][CH3:7])(=[O:5])[C:2]([CH3:4])=[CH2:3].[CH:8]1[C:21]2NC3C(=CC=CC=3)SC=2C=C[CH:9]=1>C(O)CCC>[C:1]([O:6][CH2:7][CH2:9][CH2:8][CH3:21])(=[O:5])[C:2]([CH3:4])=[CH2:3]. Procedure details: Two hundred six grams of a reaction mix containing a 5:1 mole ratio of methyl methacrylate, 1-butanol, and 100 ppm phenothiazine as inhibitor were added to a 500 ml flask equipped with an agitatior, thermocouple, and a 10-tray Oldershaw fractional distillation column. Thirty grams of the heterogeneous zirconium vinylbenzyl acetylacetonate/styrene/divinylbenzene catalyst was added. The mixture was heated to reflux at atmospheric pressure while an azeotropic mixture of methyl methacrylate and meth... The reactants are C(C)(=O)C1=C(C(=C(COC2=CC=C(C#N)C=C2)C=C1)CCC)O (4-(4-acetyl-3-hydroxy-2-propylbenzyloxy)benzonitrile), [N-]=[N+]=[N-].[Na+] (sodium azide), [Cl-].[NH4+] (ammonium chloride), [N-]=[N+]=[N-].[Na+] (sodium azide), [Cl-].[NH4+] (ammonium chloride). The solvent is CN(C=O)C (dimethylformamide). Conditions: time 8 hour. Yields the product C(C)(=O)C1=C(C(=C(COC2=CC=C(C=C2)C2=NN=NN2)C=C1)CCC)O (5-[4-(4-Acetyl-3-hydroxy-2-propylbenzyloxy)phenyl]tetrazole). As a reaction SMILES: [C:1]([C:4]1[CH:19]=[CH:18][C:7]([CH2:8][O:9][C:10]2[CH:17]=[CH:16][C:13]([C:14]#[N:15])=[CH:12][CH:11]=2)=[C:6]([CH2:20][CH2:21][CH3:22])[C:5]=1[OH:23])(=[O:3])[CH3:2].[N-:24]=[N+:25]=[N-:26].[Na+].[Cl-].[NH4+]>CN(C)C=O>[C:1]([C:4]1[CH:19]=[CH:18][C:7]([CH2:8][O:9][C:10]2[CH:17]=[CH:16][C:13]([C:14]3[NH:26][N:25]=[N:24][N:15]=3)=[CH:12][CH:11]=2)=[C:6]([CH2:20][CH2:21][CH3:22])[C:5]=1[OH:23])(=[O:3])[CH3:2] |f:1.2,3.4|. Procedure: A solution of 19.0 g. of 4-(4-acetyl-3-hydroxy-2-propylbenzyloxy)benzonitrile, 13.0 g. of sodium azide, and 10.9 g. of ammonium chloride in 250 ml. of dimethylformamide was heated to 115° C. for eight hours. An additional 13.0 g. of sodium azide and 10.9 g. of ammonium chloride were added every 2.5 hours during this period. The reaction was stirred overnight at room temperature and then heated an additional six hours with more reagents being added. The reaction mixture was then evaporated under ... The reactants are BrC=1C=C(N(C1)C)C(=O)N (4-bromo-1-methyl-1H-pyrrole-2-carboxylic acid amide), C(C)(C)(C)C=1C=C2C=NN(C(C2=C(C1)F)=O)C1=C(COC(C)=O)C(=CC=C1)B1OC(C(O1)(C)C)(C)C (acetic acid 2-(6-tert-butyl-8-fluoro-1-oxo-1H-phthalazin-2-yl)-6-(4,4,5,5-tetramethyl-[1,3,2]dioxaborolan-2-yl)-benzyl ester), C(C)(C)(C)C=1C=C2C=NN(C(C2=C(C1)F)=O)C1=C(COC(C)=O)C(=CC=C1)B1OC(C(O1)(C)C)(C)C (acetic acid 2-(6-tert-butyl-8-fluoro-1-oxo-1H-phthalazin-2-yl)-6-(4,4,5,5-tetramethyl-[1,3,2]dioxaborolan-2-yl)-benzyl ester). Yields the product C(C)(C)(C)C=1C=C2C=NN(C(C2=C(C1)F)=O)C=1C(=C(C=CC1)C=1C=C(N(C1)C)C(=O)N)CO (4-[3-(6-tert-Butyl-8-fluoro-1-oxo-1H-phthalazin-2-yl)-2-hydroxymethyl-phenyl]-1-methyl-1H-pyrrole-2-carboxylic acid amide). Isolated yield 60.0%. Reaction SMILES: Br[C:2]1[CH:3]=[C:4]([C:8]([NH2:10])=[O:9])[N:5]([CH3:7])[CH:6]=1.[C:11]([C:15]1[CH:16]=[C:17]2[C:22](=[C:23]([F:25])[CH:24]=1)[C:21](=[O:26])[N:20]([C:27]1[CH:37]=[CH:36][CH:35]=[C:34](B3OC(C)(C)C(C)(C)O3)[C:28]=1[CH2:29][O:30]C(=O)C)[N:19]=[CH:18]2)([CH3:14])([CH3:13])[CH3:12]>>[C:11]([C:15]1[CH:16]=[C:17]2[C:22](=[C:23]([F:25])[CH:24]=1)[C:21](=[O:26])[N:20]([C:27]1[C:28]([CH2:29][OH:30])=[C:34]([C:2]3[CH:3]=[C:4]([C:8]([NH2:10])=[O:9])[N:5]([CH3:7])[CH:6]=3)[CH:35]=[CH:36][CH:37]=1)[N:19]=[CH:18]2)([CH3:14])([CH3:12])[CH3:13]. Reported procedure: This compound was prepared with the same method as described in Example 1 by using 4-bromo-1-methyl-1H-pyrrole-2-carboxylic acid amide (intermediate-3) and acetic acid 2-(6-tert-butyl-8-fluoro-1-oxo-1H-phthalazin-2-yl)-6-(4,4,5,5-tetramethyl-[1,3,2]dioxaborolan-2-yl)-benzyl ester (intermediate 5). The desired compound was prepared in two steps (60% yield). 1H NMR (300 MHz, d6-DMSO) δ 8.49-8.48 (m, 1H), 7.86 (s, 1H), 7.73 (d, J=13.2 Hz, 1H), 7.44-7.42 (m, 3H), 7.25-7.23 (m, 2H), 7.06 (br s, 2H), ... Yields the product CC(Oc1ccc(S(C)(=O)=O)cc1C(=O)N1CCN(c2ncc(C#N)s2)CC1)C(F)(F)F. The reactants are CC(Oc1ccc(S(C)(=O)=O)cc1C(=O)O)C(F)(F)F, N#Cc1cnc(N2CCNCC2)s1. RXN SMILES: [CH3:1][S:2](=[O:3])(=[O:4])[c:5]1[cH:6][cH:7][c:8]([O:14][CH:15]([C:16]([F:17])([F:18])[F:19])[CH3:20])[c:9]([C:10](=[O:11])[OH:12])[cH:13]1.[N:21]1([c:27]2[s:28][c:29]([C:32]#[N:33])[cH:30][n:31]2)[CH2:22][CH2:23][NH:24][CH2:25][CH2:26]1>>[CH3:1][S:2](=[O:3])(=[O:4])[c:5]1[cH:6][cH:7][c:8]([O:14][CH:15]([C:16]([F:17])([F:18])[F:19])[CH3:20])[c:9]([C:10](=[O:12])[N:24]2[CH2:23][CH2:22][N:21]([c:27]3[s:28][c:29]([C:32]#[N:33])[cH:30][n:31]3)[CH2:26][CH2:25]2)[cH:13]1. The reactants are FC1=C(C(=O)Cl)C=CC=C1 (2-fluorobenzoyl chloride), COC1=CC=C(C(=O)Cl)C=C1 (4-methoxybenzoyl chloride), NC=1C=C(C(=O)NCC2=CC=CC=C2)C=CN1 (2-amino-N-benzylisonicotinamide). Product: C(C1=CC=CC=C1)NC(C1=CC(=NC=C1)NC(C1=CC=C(C=C1)OC)=O)=O (N-benzyl-2-(4-methoxybenzamido)isonicotinamide). The yield is 28.0%. Reaction SMILES: FC1C=CC=CC=1C(Cl)=O.[CH3:11][O:12][C:13]1[CH:21]=[CH:20][C:16]([C:17](Cl)=[O:18])=[CH:15][CH:14]=1.[NH2:22][C:23]1[CH:24]=[C:25]([CH:36]=[CH:37][N:38]=1)[C:26]([NH:28][CH2:29][C:30]1[CH:35]=[CH:34][CH:33]=[CH:32][CH:31]=1)=[O:27]>>[CH2:29]([NH:28][C:26](=[O:27])[C:25]1[CH:36]=[CH:37][N:38]=[C:23]([NH:22][C:17](=[O:18])[C:16]2[CH:20]=[CH:21][C:13]([O:12][CH3:11])=[CH:14][CH:15]=2)[CH:24]=1)[C:30]1[CH:35]=[CH:34][CH:33]=[CH:32][CH:31]=1. Procedure: Following the procedure as describe in Example 6, making variations as required to replace 2-fluorobenzoyl chloride with 4-methoxybenzoyl chloride to react with 2-amino-N-benzylisonicotinamide, N-benzyl-2-(4-methoxybenzamido)isonicotinamide was obtained as a colorless solid in 28% yield: mp 165-166° C. (hexanes/ethyl acetate); 1H NMR (300 MHz, CDCl3) δ 8.91 (s, 1H), 8.65 (s, 1H), 8.38 (d, J=5.2 Hz, 1H), 7.91-7.86 (m, 2H), 7.58 (dd, J=5.2, 1.5 Hz, 1H), 7.34-7.25 (m, 5H), 6.99-6.94 (m, 2H), 6.77 (... The reactants are ClC1=C(C#N)C=CC=N1 (2-chloronicotinonitrile), CN (methylamine). Product: CNC1=C(C#N)C=CC=N1 (2-(methylamino)-nicotinonitrile). As a reaction SMILES: Cl[C:2]1[N:9]=[CH:8][CH:7]=[CH:6][C:3]=1[C:4]#[N:5].[CH3:10][NH2:11]>>[CH3:10][NH:11][C:2]1[N:9]=[CH:8][CH:7]=[CH:6][C:3]=1[C:4]#[N:5]. Procedure details: A solution of 2-chloronicotinonitrile (97.82 g, 706 mmol) in 40% aqueous methylamine (706 ml) was heated to reflux for 1.5 hour. The excess methylamine was evaporated off and the resulting solids filtered and washed with water (250 mL). The crude product was dissolved in boiling water (1.4 1) and treated with charcoal and filtered through Celite. The aqueous filtrate was cooled to room temperature. After 10 hours the crystalline solid was collected, washed with water and dried to leave 71.10 g o... The reactants are CCOC(=O)C1(NC(=O)C2Cc3ccccc3O2)Cc2ccccc2C1, C1COCCO1, CO, [Li+], [OH-], O, O. Product: O=C(NC1(C(=O)O)Cc2ccccc2C1)C1Cc2ccccc2O1. As a reaction SMILES: [CH2:1]([CH3:2])[O:3][C:4](=[O:5])[C:6]1([NH:15][C:16](=[O:17])[CH:18]2[O:19][c:20]3[c:21]([cH:23][cH:24][cH:25][cH:26]3)[CH2:22]2)[CH2:7][c:8]2[cH:9][cH:10][cH:11][cH:12][c:13]2[CH2:14]1.[CH2:27]1[O:28][CH2:29][CH2:30][O:31][CH2:32]1.[CH3:33][OH:34].[Li+:36].[OH-:35].[OH2:37].[OH2:38]>>[O:3]=[C:4]([OH:5])[C:6]1([NH:15][C:16](=[O:17])[CH:18]2[O:19][c:20]3[c:21]([cH:23][cH:24][cH:25][cH:26]3)[CH2:22]2)[CH2:7][c:8]2[cH:9][cH:10][cH:11][cH:12][c:13]2[CH2:14]1. Reactants: ice, C(CC(O)(C(=O)O)CC(=O)O)(=O)O (citric acid), OC1C(=C(C(C1)=O)CC=C)C ((RS)-4-hydroxy-3-methyl-2-(2-propenyl)-cyclopent-2-ene-1-one), N1C=NC=C1 (imidazole), C(C)(C)(C)[Si](Cl)(C)C (tert-butyldimethylchlorosilane). Run in CN(C=O)C (dimethylformamide). Product: [Si](C)(C)(C(C)(C)C)OC1C(=C(C(C1)=O)CC=C)C ((RS)-4-tert-butyldimethylsilyloxy-3-methyl-2-(2-propenyl)cyclopent-2-ene-1-one). Yield: 96.9%. RXN SMILES: [OH:1][CH:2]1[CH2:6][C:5](=[O:7])[C:4]([CH2:8][CH:9]=[CH2:10])=[C:3]1[CH3:11].N1C=CN=C1.[C:17]([Si:21]([CH3:24])([CH3:23])Cl)([CH3:20])([CH3:19])[CH3:18].C(O)(=O)CC(CC(O)=O)(C(O)=O)O>CN(C)C=O>[Si:21]([O:1][CH:2]1[CH2:6][C:5](=[O:7])[C:4]([CH2:8][CH:9]=[CH2:10])=[C:3]1[CH3:11])([C:17]([CH3:20])([CH3:19])[CH3:18])([CH3:24])[CH3:23]. Procedure: 1 (RS)-4-hydroxy-3-methyl-2-(2-propenyl)-cyclopent-2-ene-1-one (5.0 g) and imidazole (2.91 g) were dissolved in dry dimethylformamide (20 ml), and tert-butyldimethylchlorosilane (5.45 g) was added thereto at room temperature and the resulting mixture was allowed to react for 14 hours at room temperature. The reaction solution was poured into an ice-cooled aqueous citric acid solution, and extracted three times with diethyl ether. The organic layers were combined, and the combined layer was washe... Reactants: Cl.ClC=1N=C(NC1CC)C(=O)N[C@@H]1[C@@H](CNCC1)OC (cis(±)-4-chloro-5-ethyl-N-(3-methoxypiperidin-4-yl)-1H-imidazole-2-carboxamide hydrochloride), ClC1=CC(=NC(=N1)C)C(=O)OCC (ethyl 6-chloro-2-methylpyrimidine-4-carboxylate), C(C)(C)N(CC)C(C)C (diisopropylethylamine). Product: ClC=1N=C(NC1CC)C(=O)N[C@@H]1[C@@H](CN(CC1)C1=CC(=NC(=N1)C)C(=O)OCC)OC (Ethyl cis(±)-6-(4-{[(4-chloro-5-ethyl-1H-imidazol-2-yl)carbonyl]amino}-3-methoxypiperidin-1-yl)-2-methylpyrimidine-4-carboxylate). Yield: 21.4%. As a reaction SMILES: Cl.[Cl:2][C:3]1[N:4]=[C:5]([C:10]([NH:12][C@H:13]2[CH2:18][CH2:17][NH:16][CH2:15][C@H:14]2[O:19][CH3:20])=[O:11])[NH:6][C:7]=1[CH2:8][CH3:9].Cl[C:22]1[N:27]=[C:26]([CH3:28])[N:25]=[C:24]([C:29]([O:31][CH2:32][CH3:33])=[O:30])[CH:23]=1.C(N(C(C)C)CC)(C)C>>[Cl:2][C:3]1[N:4]=[C:5]([C:10]([NH:12][C@H:13]2[CH2:18][CH2:17][N:16]([C:22]3[N:27]=[C:26]([CH3:28])[N:25]=[C:24]([C:29]([O:31][CH2:32][CH3:33])=[O:30])[CH:23]=3)[CH2:15][C@H:14]2[O:19][CH3:20])=[O:11])[NH:6][C:7]=1[CH2:8][CH3:9] |f:0.1|. Reported procedure: The same operation as in Example (158a) was performed using cis(±)-4-chloro-5-ethyl-N-(3-methoxypiperidin-4-yl)-1H-imidazole-2-carboxamide hydrochloride obtained in Example (159a) (94.7 mg, 0.29 mmol), ethyl 6-chloro-2-methylpyrimidine-4-carboxylate (56 mg, 0.28 mmol) (reference: Bioorganic and Medicinal Chemistry Letters; 14; 15; 2004; 3869-3874) and diisopropylethylamine (108 mg, 0.84 mmol), to obtain 27 mg of the title compound as a yellow brown oily substance (22%).